This data is from the Open Reaction Database (ORD), a public repository of structured organic reaction records. The task is: describe an organic reaction: reactants, conditions, products, and yield The reactants are Cl (HCl), CC(=O)CC(=O)C(F)(F)F (1,1,1-trifluoro-2,4-pentadione), O.NN (hydrazine monohydrate). Solvent: CO (MeOH), CO (MeOH). Run at time 12 hour. The product is FC(C1=NNC(=C1)C)(F)F (3-trifluoromethyl-5-methylpyrazole). The yield is 74.5%. RXN SMILES: [CH3:1][C:2]([CH2:4][C:5]([C:7]([F:10])([F:9])[F:8])=O)=O.O.[NH2:12][NH2:13].Cl>CO>[F:8][C:7]([F:10])([F:9])[C:5]1[CH:4]=[C:2]([CH3:1])[NH:13][N:12]=1 |f:1.2|. Procedure details: To 1,1,1-trifluoro-2,4-pentadione (15.14 g, 98 mmol) in MeOH (200 ml) was added hydrazine monohydrate (4.92 g, 98 mmol) in MeOH (50 ml) and c.HCl (1.3 ml, 32%). The resulting clear solution was allowed to stir for 12 h. Removal of solvent by distillation up to 200° C. yielded a clear oil which crystallised on cooling. These crystals were dissolved in Et2O, dried over MgSO4, filtered and the solvent removed under reduced pressure. The resulting white solid was sublimed at 80° C. and 10−2 mbar, yi... Starting materials: O=C1CCC(=O)N1Br, CON=C(C(=O)OC)c1c(C)cccc1C, ClC(Cl)(Cl)Cl. Product: CON=C(C(=O)OC)c1c(C)cccc1CBr. Reaction SMILES: [Br:1][N:2]1[C:3](=[O:4])[CH2:5][CH2:6][C:7]1=[O:8].[CH3:9][O:10][N:11]=[C:12]([C:13](=[O:14])[O:15][CH3:16])[c:17]1[c:18]([CH3:24])[cH:19][cH:20][cH:21][c:22]1[CH3:23].[Cl:25][C:26]([Cl:27])([Cl:28])[Cl:29]>>[Br:1][CH2:24][c:18]1[c:17]([C:12](=[N:11][O:10][CH3:9])[C:13](=[O:14])[O:15][CH3:16])[c:22]([CH3:23])[cH:21][cH:20][cH:19]1. Reactants: CSC, CO, O=C1COc2ccc(C=Cc3ccccc3)nc2N1, ClCCl. Reaction SMILES: [CH3:20][S:21][CH3:22].[CH3:26][OH:27].[CH:1](=[CH:2][c:3]1[cH:4][cH:5][cH:6][cH:7][cH:8]1)[c:9]1[cH:10][cH:11][c:12]2[c:17]([n:18]1)[NH:16][C:15](=[O:19])[CH2:14][O:13]2.[Cl:23][CH2:24][Cl:25]>>[CH:1]([c:9]1[cH:10][cH:11][c:12]2[c:17]([n:18]1)[NH:16][C:15](=[O:19])[CH2:14][O:13]2)=[O:27]. Product: O=Cc1ccc2c(n1)NC(=O)CO2. Reactants: C(Cl)Cl (methylene chloride), C([O-])(O)=O.[Na+] (sodium bicarbonate), C(CCC)(=O)C=1C=NC2=C(C=CC=C2C1Cl)OCCSC (3-butyryl-4-chloro-8-(2-methylthioethoxy)quinoline), COC1=C(N)C=CC=C1 (2-methoxyaniline). Solvent: O (water), C1(=CC=CC=C1)C (toluene). Reaction conditions: temperature 90 celsius, time 3 hour. The product is C(C)(C)OC(C)C (isopropyl ether), C(CCC)(=O)C=1C=NC2=C(C=CC=C2C1NC1=C(C=CC=C1)OC)OCCSC (3-butyryl-4-(2-methoxyphenylamino)-8-(2-methylthioethoxy)quinoline). The yield is 155.9%. RXN SMILES: [C:1]([C:6]1[CH:7]=[N:8][C:9]2[C:14]([C:15]=1Cl)=[CH:13][CH:12]=[CH:11][C:10]=2[O:17][CH2:18][CH2:19][S:20][CH3:21])(=[O:5])[CH2:2][CH2:3][CH3:4].[CH3:22][O:23][C:24]1[CH:30]=[CH:29][CH:28]=[CH:27][C:25]=1[NH2:26].C(Cl)Cl.C(=O)(O)[O-].[Na+]>C1(C)C=CC=CC=1.O>[CH:18]([O:17][CH:10]([CH3:9])[CH3:11])([CH3:19])[CH3:22].[C:1]([C:6]1[CH:7]=[N:8][C:9]2[C:14]([C:15]=1[NH:26][C:25]1[CH:27]=[CH:28][CH:29]=[CH:30][C:24]=1[O:23][CH3:22])=[CH:13][CH:12]=[CH:11][C:10]=2[O:17][CH2:18][CH2:19][S:20][CH3:21])(=[O:5])[CH2:2][CH2:3][CH3:4] |f:3.4|. Procedure: A mixture of 3-butyryl-4-chloro-8-(2-methylthioethoxy)quinoline (0.8 g, 2.5 mmol) and 2-methoxyaniline (0.45 g, 3.7 mmol) in toluene (12 ml) was heated to 90° C. and stirred 3.0 h. After cooling to room temperature, methylene chloride and water were added. The mixture was neutralized with a saturated solution of sodium bicarbonate. The organic layer was dried over sodium sulfate and evaporated. Trituration with isopropyl ether gave 0.80 g (77%) of the desired product. Reactants: O (water), FC1=CC=C(C=C1)[N+](=O)[O-] (4Fluoronitrobenzene), N1N=CN=C1 (1,2,4-triazole), C([O-])([O-])=O.[K+].[K+] (potassium carbonate). Run in CS(=O)C (DMSO). Conditions: temperature 90 celsius, time 24 hour. The product is N1(N=CN=C1)C1=CC=C(C=C1)[N+](=O)[O-] (4-(1,2,4-Triazol-1-yl)nitrobenzene). As a reaction SMILES: F[C:2]1[CH:7]=[CH:6][C:5]([N+:8]([O-:10])=[O:9])=[CH:4][CH:3]=1.[NH:11]1[CH:15]=[N:14][CH:13]=[N:12]1.C(=O)([O-])[O-].[K+].[K+].O>CS(C)=O>[N:11]1([C:2]2[CH:7]=[CH:6][C:5]([N+:8]([O-:10])=[O:9])=[CH:4][CH:3]=2)[CH:15]=[N:14][CH:13]=[N:12]1 |f:2.3.4|. Procedure details: 4Fluoronitrobenzene (2 g, 0.014 mol), 1,2,4-triazole (1 g, 0.014 mol), potassium carbonate (1.96 g, 0.014 mol) were dissolved in DMSO (50 ml) and stirred at 90° C. for 24 h under dry conditions. The yellow suspension was poured into water (150 ml), extracted (EtOAc), dried (Na2SO4) and evaporated under reduced pressure to afford an orange solid which was purified by flash column chromatography on silica eluting with n-pentane/ethyl acetate (50-100%) to afford a white solid (2.57 g 97%). Starting materials: solution, C(CCC)[Li] (n-butyl lithium), solution, B(OC(C)C)(OC(C)C)OC(C)C (triisopropyl borate), BrC1=CC=C(C=C1)CC (1-bromo-4-ethylbenzene), Cl (hydrochloric acid). Run in CCCCCC (hexane), C1CCOC1 (THF), C1CCOC1 (THF). Run at time 1.5 hour. Yields the product C(C)C1=CC=C(C=C1)OB(O)O (4-ethylphenyl boric acid). Yield: 69.3%. Reaction SMILES: Br[C:2]1[CH:7]=[CH:6][C:5]([CH2:8][CH3:9])=[CH:4][CH:3]=1.C([Li])CCC.[B:15]([O:24]C(C)C)([O:20]C(C)C)[O:16]C(C)C.Cl>CCCCCC.C1COCC1>[CH2:8]([C:5]1[CH:6]=[CH:7][C:2]([O:16][B:15]([OH:24])[OH:20])=[CH:3][CH:4]=1)[CH3:9]. Procedure: To a mixture of 1-bromo-4-ethylbenzene (743 mmol) and 500 ml of THF, was added dropwise 500 ml of a solution of n-butyl lithium (corresponding to 780 mmol) in hexane at −78° C. in 1.6 hours, and stirred at the same temperature for 1.5 hours. To this solution was added dropwise 200 ml of a solution of triisopropyl borate (1,486 mmol) in THF, the solution was gradually warmed up to room temperature, and then the solution was stirred overnight. After 750 ml of 7.3% hydrochloric acid was added and s... Reactants: COc1ccc(C(=O)Cl)cc1, COc1ccsc1, ClCCl, Cl, Cl[Sn](Cl)(Cl)Cl. The product is COc1ccc(C(=O)c2sccc2OC)cc1. As a reaction SMILES: [CH3:13][O:14][c:15]1[cH:16][cH:17][c:18]([C:19](=[O:20])[Cl:21])[cH:22][cH:23]1.[CH3:6][O:7][c:8]1[cH:9][s:10][cH:11][cH:12]1.[Cl:25][CH2:26][Cl:27].[ClH:24].[Sn:1]([Cl:2])([Cl:3])([Cl:4])[Cl:5]>>[CH3:6][O:7][c:8]1[c:9]([C:19]([c:18]2[cH:17][cH:16][c:15]([O:14][CH3:13])[cH:23][cH:22]2)=[O:20])[s:10][cH:11][cH:12]1.